From a dataset of the Open Reaction Database (ORD), a public repository of structured organic reaction records. describe an organic reaction: reactants, conditions, products, and yield Reactants: N[C@]12[C@@H]([C@H]3CC[C@@H]4[C@]5(CC=C(C([C@@H]5CC[C@]4([C@@]3(CC1)C)C)(C)C)C1=CC=C(C(=O)OC)C=C1)C)[C@@H](CC2)C(=C)C (methyl 4-((1R,3aS,5aR,5bR,7aR,11aS,11bR,13aR,13bR)-3a-amino-5a,5b,8,8,11a-pentamethyl-1-(prop-1-en-2-yl)-2,3,3a,4,5,5a,5b,6,7,7a,8,11,11a,11b,12,13,13a,13b-octadecahydro-1H-cyclopenta[a]chrysen-9-yl)benzoate), carboxylic acid, amides, FC1=CC=C(C=C1)NCC(=O)O ((4-fluorophenylamino)acetic acid). The product is FC1=CC=C(C=C1)NCC(=O)N[C@]12[C@@H]([C@H]3CC[C@@H]4[C@]5(CC=C(C([C@@H]5CC[C@]4([C@@]3(CC1)C)C)(C)C)C1=CC=C(C(=O)O)C=C1)C)[C@@H](CC2)C(=C)C (4-((1R,3aS,5aR,5bR,7aR,11aS,11bR,13aR,13bR)-3a-(2-(4-fluorophenylamino)acetamido)-5a,5b,8,8,11a-pentamethyl-1-(prop-1-en-2-yl)-2,3,3a,4,5,5a,5b,6,7,7a,8,11,11a,11b,12,13,13a,13b-octadecahydro-1H-cyclopenta[a]chrysen-9-yl)benzoic acid). RXN SMILES: [NH2:1][C@:2]12[CH2:37][CH2:36][C@@H:35]([C:38]([CH3:40])=[CH2:39])[C@@H:3]1[C@@H:4]1[C@@:17]([CH3:20])([CH2:18][CH2:19]2)[C@@:16]2([CH3:21])[C@@H:7]([C@:8]3([CH3:34])[C@@H:13]([CH2:14][CH2:15]2)[C:12]([CH3:23])([CH3:22])[C:11]([C:24]2[CH:33]=[CH:32][C:27]([C:28]([O:30]C)=[O:29])=[CH:26][CH:25]=2)=[CH:10][CH2:9]3)[CH2:6][CH2:5]1.[F:41][C:42]1[CH:47]=[CH:46][C:45]([NH:48][CH2:49][C:50]([OH:52])=O)=[CH:44][CH:43]=1>>[F:41][C:42]1[CH:43]=[CH:44][C:45]([NH:48][CH2:49][C:50]([NH:1][C@:2]23[CH2:37][CH2:36][C@@H:35]([C:38]([CH3:40])=[CH2:39])[C@@H:3]2[C@@H:4]2[C@@:17]([CH3:20])([CH2:18][CH2:19]3)[C@@:16]3([CH3:21])[C@@H:7]([C@:8]4([CH3:34])[C@@H:13]([CH2:14][CH2:15]3)[C:12]([CH3:23])([CH3:22])[C:11]([C:24]3[CH:25]=[CH:26][C:27]([C:28]([OH:30])=[O:29])=[CH:32][CH:33]=3)=[CH:10][CH2:9]4)[CH2:6][CH2:5]2)=[O:52])=[CH:46][CH:47]=1. Procedure: The title compound was prepared from methyl 4-((1R,3aS,5aR,5bR,7aR,11aS,11bR,13aR,13bR)-3a-amino-5a,5b,8,8,11a-pentamethyl-1-(prop-1-en-2-yl)-2,3,3a,4,5,5a,5b,6,7,7a,8,11,11a,11b,12,13,13a,13b-octadecahydro-1H-cyclopenta[a]chrysen-9-yl)benzoate following the general procedure described for the parallel synthesis of C-17 amides above, using (4-fluorophenylamino)acetic acid as the reacting carboxylic acid. LCMS: m/e 681.7 (M+H)+, 6.62 min (method 3). Yields the product C(C1=CC=CC=C1)OC1CC(C1)=O (3-(benzyloxy)cyclobutanone). Run in C1CCOC1 (THF). Procedure details: 3-(Benzyloxy)cyclobutanone Methylsulfinyl(methylthio)methane (13 ml, 125 mmol) was dissolved in 250 ml THF and cooled to −20° C. n-Butyllithium (50 ml, 125 mmol) was added and the mixture was stirred for 3 h at −20° C. The mixture was cooled down to −78° C. and a solution of 1-((1,3-dibromopropan-2-yloxy)methyl)benzene (16.000 g, 52 mmol) was added. The reaction was stirred over night and allowed to warm up to RT. It was stirred for an additional 6h at RT, hydrolyzed with water and extracted wit... As a reaction SMILES: CS(CSC)=O.[CH2:7]([O:14][CH:15]1[CH2:18][C:17](=[O:19])[CH2:16]1)[C:8]1[CH:13]=[CH:12][CH:11]=[CH:10][CH:9]=1.C([Li])CCC.BrCC(OCC1C=CC=CC=1)CBr.O>C1COCC1>[CH2:7]([O:14][CH:15]1[CH2:18][C:17](=[O:19])[CH2:16]1)[C:8]1[CH:13]=[CH:12][CH:11]=[CH:10][CH:9]=1 |f:0.1|. The reactants are CS(=O)CSC.C(C1=CC=CC=C1)OC1CC(C1)=O (3-(Benzyloxy)cyclobutanone Methylsulfinyl(methylthio)methane), C(CCC)[Li] (n-Butyllithium), BrCC(CBr)OCC1=CC=CC=C1 (1-((1,3-dibromopropan-2-yloxy)methyl)benzene), 6h, O (water). Run at temperature -20 celsius, time 3 hour. Reactants: CN(C)C=O, COC(=O)c1cccc([N+](=O)[O-])c1CBr, COC(C)(C)C, [N-]=[N+]=[N-], [Na+], O. The product is COC(=O)c1cccc([N+](=O)[O-])c1CN=[N+]=[N-]. Reaction SMILES: [CH3:16][N:17]([CH3:18])[CH:19]=[O:20].[CH3:1][O:2][C:3]([c:4]1[c:5]([CH2:13][Br:14])[c:6]([N+:10](=[O:11])[O-:12])[cH:7][cH:8][cH:9]1)=[O:15].[CH3:26][O:27][C:28]([CH3:29])([CH3:30])[CH3:31].[N-:23]=[N+:24]=[N-:25].[Na+:22].[OH2:21]>>[CH3:1][O:2][C:3]([c:4]1[c:5]([CH2:13][N:23]=[N+:24]=[N-:25])[c:6]([N+:10](=[O:11])[O-:12])[cH:7][cH:8][cH:9]1)=[O:15]. Reactants: CC(C)(O)COc1cc(Cl)nc(N2CCOCC2)n1, NN, C1COCCO1. The product is CC(C)(O)COc1cc(NN)nc(N2CCOCC2)n1. RXN SMILES: [Cl:1][c:2]1[cH:3][c:4]([O:14][CH2:15][C:16]([CH3:17])([OH:18])[CH3:19])[n:5][c:6]([N:8]2[CH2:9][CH2:10][O:11][CH2:12][CH2:13]2)[n:7]1.[NH2:20][NH2:21].[O:22]1[CH2:23][CH2:24][O:25][CH2:26][CH2:27]1>>[c:2]1([NH:20][NH2:21])[cH:3][c:4]([O:14][CH2:15][C:16]([CH3:17])([OH:18])[CH3:19])[n:5][c:6]([N:8]2[CH2:9][CH2:10][O:11][CH2:12][CH2:13]2)[n:7]1.